Dataset: the Open Reaction Database (ORD), a public repository of structured organic reaction records. Task: describe an organic reaction: reactants, conditions, products, and yield Reactants: COC(CC(C1=NC=CC=C1)C1=NC=CC=C1)OC (3,3-bis-(2-pyridyl)propionaldehyde dimethyl acetal), 1,4-dihydroquinone. Run in Cl (HCl), ClCCl (dichloromethane), C([O-])([O-])=O.[Na+].[Na+] (sodium carbonate). Conditions: temperature 0 celsius. Yields the product N1=C(C=CC=C1)C(CC=O)C1=NC=CC=C1 (3,3-bis-(2-pyridyl)propionaldehyde). Isolated yield 75.2%. RXN SMILES: C[O:2][CH:3](OC)[CH2:4][CH:5]([C:12]1[CH:17]=[CH:16][CH:15]=[CH:14][N:13]=1)[C:6]1[CH:11]=[CH:10][CH:9]=[CH:8][N:7]=1>Cl.ClCCl.C(=O)([O-])[O-].[Na+].[Na+]>[N:7]1[CH:8]=[CH:9][CH:10]=[CH:11][C:6]=1[CH:5]([C:12]1[CH:17]=[CH:16][CH:15]=[CH:14][N:13]=1)[CH2:4][CH:3]=[O:2] |f:3.4.5|. Reported procedure: A solution of 1.86 g of Compound 16A and 0.08 g of 1,4-dihydroquinone in 36 mL of 2 N HCl was stirred at 80° C. for 15 min, cooled to 0° C., diluted with 50 mL of dichloromethane and neutralized with 20% aq. sodium carbonate (pH=7-8). The organic layer was dried on sodium sulphate and evaporated to dryness affording 1.15 g of crude title compound as a grey glassy solid, which was used in the next step without any further purification. Reactants: ClCCl, CCN(C(C)C)C(C)C, O=C(Cl)Oc1ccc([N+](=O)[O-])cc1, OCC(F)(F)F, NCc1ccc(-c2ccccc2)cc1. The product is O=C(NCc1ccc(-c2ccccc2)cc1)OCC(F)(F)F. RXN SMILES: [CH2:43]([Cl:44])[Cl:45].[CH:7]([N:8]([CH2:9][CH3:10])[CH:11]([CH3:12])[CH3:13])([CH3:14])[CH3:15].[Cl:16][C:17](=[O:18])[O:19][c:20]1[cH:21][cH:22][c:23]([N+:24]([O-:25])=[O:26])[cH:27][cH:28]1.[OH:1][CH2:2][C:3]([F:4])([F:5])[F:6].[c:29]1(-[c:35]2[cH:36][cH:37][c:38]([CH2:39][NH2:40])[cH:41][cH:42]2)[cH:30][cH:31][cH:32][cH:33][cH:34]1>>[O:1]([CH2:2][C:3]([F:4])([F:5])[F:6])[C:17](=[O:18])[NH:40][CH2:39][c:38]1[cH:37][cH:36][c:35](-[c:29]2[cH:30][cH:31][cH:32][cH:33][cH:34]2)[cH:42][cH:41]1. The reactants are C(CC(C)C)OC1=CC=CC=C1 (iso-Pentyloxybenzene), P12(=S)SP3(=S)SP(=S)(S1)SP(=S)(S2)S3 (P4S10). The solvent is CCCCCC (hexane). Conditions: time 2 day. Yields the product C(CC(C)C)OC1=CC=C(C=C1)P(=S)=S (p-(iso-Pentyloxy)phenylthionophosphine Sulfide). As a reaction SMILES: [CH2:1]([O:6][C:7]1[CH:12]=[CH:11][CH:10]=[CH:9][CH:8]=1)[CH2:2][CH:3]([CH3:5])[CH3:4].[P:13]12(SP3(SP(SP(S3)(S1)=S)(=S)[S:15]2)=S)=[S:14]>CCCCCC>[CH2:1]([O:6][C:7]1[CH:8]=[CH:9][C:10]([P:13](=[S:15])=[S:14])=[CH:11][CH:12]=1)[CH2:2][CH:3]([CH3:5])[CH3:4]. Procedure details: iso-Pentyloxybenzene (Ib) and P4S10 (in a molar ratio of 10:1) were stirred for six hours at 150° C. under anhydrous conditions. The mixture was cooled, hexane was added, and the reaction flask was left for two days at 5° C. The resulting precipitate was recovered by filtration, washed with anhydrous hexane and dried. The yield of product was 27% of theory; after recrystallization from chloroform/petroleum ether it melted at 150°-2° C. Its solubility in tetrahydrofuran was found to be 5 gms/100 ... The reactants are O (Water), ClC=1C(=NC=C(N1)Cl)C#N (3,5-dichloropyrazine-2-carbonitrile), Cl.Cl.FC1([C@@H]([C@@H](CCC1)N)N)F ((1R,2R)-3,3-difluorocyclohexane-1,2-diamine dihydrochloride), CCN(C(C)C)C(C)C (DIEA). The solvent is CCOC(=O)C (EtOAc), CN(C)C=O (DMF). Product: N[C@@H]1[C@@H](CCCC1(F)F)NC=1N=C(C(=NC1)C#N)Cl (5-((1R,2R)-2-amino-3,3-difluorocyclohexylamino)-3-chloropyrazine-2-carbonitrile). Isolated yield 90.8%. RXN SMILES: [Cl:1][C:2]1[C:3]([C:9]#[N:10])=[N:4][CH:5]=[C:6](Cl)[N:7]=1.Cl.Cl.[F:13][C:14]1([F:22])[CH2:19][CH2:18][CH2:17][C@@H:16]([NH2:20])[C@H:15]1[NH2:21].CCN(C(C)C)C(C)C.O>CN(C=O)C.CCOC(C)=O>[NH2:21][C@H:15]1[C:14]([F:22])([F:13])[CH2:19][CH2:18][CH2:17][C@H:16]1[NH:20][C:6]1[N:7]=[C:2]([Cl:1])[C:3]([C:9]#[N:10])=[N:4][CH:5]=1 |f:1.2.3|. Reported procedure: A solution of 3,5-dichloropyrazine-2-carbonitrile (102 mg, 0.586 mmol), (1R,2R)-3,3-difluorocyclohexane-1,2-diamine dihydrochloride (132 mg, 0.591 mmol) and DIEA (0.400 mL, 2.30 mmol) in DMF (2 mL) was stirred at room temperature for 20 h. Water and EtOAc were added. Organic phase was separated, washed with water, dried over Na2SO4, concentrated in vacuo to give 5-((1R,2R)-2-amino-3,3-difluorocyclohexylamino)-3-chloropyrazine-2-carbonitrile (153 mg). Reactants: aqueous alkali solution, C(O)([O-])=O.[NH4+] (ammonium hydrogen carbonate), Cl[Sn](Cl)(Cl)Cl (SnCl4), [Sn](Cl)(Cl)(Cl)Cl (tin tetrachloride), [Sn] (tin), Cl[Sn](Cl)(Cl)Cl (SnCl4), [Cl-].[In+3].[Cl-].[Cl-] (indium chloride). Product: [OH-].[Sn+4].[In+3].[OH-].[OH-].[OH-].[OH-].[OH-].[OH-] (indium tin hydroxide). Reaction SMILES: Cl[Sn:2](Cl)(Cl)Cl.[Sn].[Cl-].[In+3:8].[Cl-].[Cl-].C(=O)([O-])[OH:12].[NH4+]>>[OH-:12].[Sn+4:2].[In+3:8].[OH-:12].[OH-:12].[OH-:12].[OH-:12].[OH-:12].[OH-:12] |f:2.3.4.5,6.7,8.9.10.11.12.13.14.15.16,^3:5|. Procedure: An aqueous SnCl4 solution having a concentration of 55% was prepared using tin tetrachloride as a tin compound. 14.4 g of the aqueous SnCl4 solution and 90 mL (a content of In was 35 g) of indium chloride (InCl3) were mixed to prepare a mixed aqueous solution. 0.6 L of an aqueous alkali solution containing 190 g of an aqueous ammonium hydrogen carbonate (NH4HCO3) was added to the mixed aqueous solution to obtain a mixture (reaction liquid). The pH of the reaction liquid was adjusted to 8, and a ... Starting materials: CC1(C)CN(c2ccc(C#Cc3ccccc3)cn2)C(=O)N1, [H-], CI, [Na+], [Na+], O=C([O-])O, CN(C)C=O. Product: CN1C(=O)N(c2ccc(C#Cc3ccccc3)cn2)CC1(C)C. Reaction SMILES: [CH3:1][C:2]1([CH3:22])[NH:3][C:4](=[O:21])[N:5]([c:7]2[n:8][cH:9][c:10]([C:13]#[C:14][c:15]3[cH:16][cH:17][cH:18][cH:19][cH:20]3)[cH:11][cH:12]2)[CH2:6]1.[H-:24].[I:25][CH3:26].[Na+:23].[Na+:31].[O-:27][C:28]([OH:29])=[O:30].[O:32]=[CH:33][N:34]([CH3:35])[CH3:36]>>[CH3:1][C:2]1([CH3:22])[N:3]([CH3:28])[C:4](=[O:21])[N:5]([c:7]2[n:8][cH:9][c:10]([C:13]#[C:14][c:15]3[cH:16][cH:17][cH:18][cH:19][cH:20]3)[cH:11][cH:12]2)[CH2:6]1.